Task: describe an organic reaction: reactants, conditions, products, and yield. Dataset: the Open Reaction Database (ORD), a public repository of structured organic reaction records The reactants are CCS, [H-], [Na+], [Na], C1CCOC1, OC1(c2cccnc2F)CCN(CC23CC(c4ccccc42)c2ccccc23)CC1. Yields the product CCSc1ncccc1C1(O)CCN(CC23CC(c4ccccc42)c2ccccc23)CC1. As a reaction SMILES: [CH2:32]([CH3:33])[SH:34].[H-:35].[Na+:36].[Na:31].[O:37]1[CH2:38][CH2:39][CH2:40][CH2:41]1.[cH:1]1[cH:2][cH:3][cH:4][c:5]2[c:14]1[C:13]1([CH2:16][N:17]3[CH2:18][CH2:19][C:20]([OH:23])([c:24]4[c:25]([F:30])[n:26][cH:27][cH:28][cH:29]4)[CH2:21][CH2:22]3)[c:12]3[c:7]([cH:8][cH:9][cH:10][cH:11]3)[CH:6]2[CH2:15]1>>[cH:1]1[cH:2][cH:3][cH:4][c:5]2[c:14]1[C:13]1([CH2:16][N:17]3[CH2:18][CH2:19][C:20]([OH:23])([c:24]4[c:25]([S:34][CH2:32][CH3:33])[n:26][cH:27][cH:28][cH:29]4)[CH2:21][CH2:22]3)[c:12]3[c:7]([cH:8][cH:9][cH:10][cH:11]3)[CH:6]2[CH2:15]1. Starting materials: CCCCCCC=CC(=O)c1cn(CCCC(=O)OCc2ccc(OC)cc2)c2ccccc12, CCCCCCCC(=CC(=O)c1cn(CCCC(=O)OCc2ccc(OC)cc2)c2ccccc12)CCCCCCC. Product: CCCCCCCC(=CC(=O)c1cn(CCCC(=O)O)c2ccccc12)CCCCCCC. RXN SMILES: [C:43]([c:44]1[c:45]2[c:46]([cH:47][cH:48][cH:49][cH:50]2)[n:51]([CH2:52][CH2:53][CH2:54][C:55]([O:56][CH2:57][c:58]2[cH:59][cH:60][c:61]([O:62][CH3:63])[cH:64][cH:65]2)=[O:66])[cH:67]1)(=[O:68])[CH:69]=[CH:70][CH2:71][CH2:72][CH2:73][CH2:74][CH2:75][CH3:76].[CH2:1]([CH2:2][CH2:3][CH2:4][CH2:5][CH2:6][CH3:7])[C:8](=[CH:9][C:10](=[O:11])[c:12]1[cH:13][n:14]([CH2:21][CH2:22][CH2:23][C:24](=[O:25])[O:26][CH2:27][c:28]2[cH:29][cH:30][c:31]([O:32][CH3:33])[cH:34][cH:35]2)[c:15]2[cH:16][cH:17][cH:18][cH:19][c:20]12)[CH2:36][CH2:37][CH2:38][CH2:39][CH2:40][CH2:41][CH3:42]>>[CH2:1]([CH2:2][CH2:3][CH2:4][CH2:5][CH2:6][CH3:7])[C:8](=[CH:9][C:10](=[O:11])[c:12]1[cH:13][n:14]([CH2:21][CH2:22][CH2:23][C:24](=[O:25])[OH:26])[c:15]2[cH:16][cH:17][cH:18][cH:19][c:20]12)[CH2:36][CH2:37][CH2:38][CH2:39][CH2:40][CH2:41][CH3:42]. Reactants: Cc1ccc(OS(=O)(=O)C(F)(F)F)c([N+](=O)[O-])c1, [K+], [K+], Nc1cccc(S)c1, O=C([O-])[O-], CN(C)C=O, O. Product: Cc1ccc(Sc2cccc(N)c2)c([N+](=O)[O-])c1. As a reaction SMILES: [CH3:1][c:2]1[cH:3][c:4]([N+:16](=[O:17])[O-:18])[c:5]([O:8][S:9]([C:10]([F:11])([F:12])[F:13])(=[O:14])=[O:15])[cH:6][cH:7]1.[K+:27].[K+:28].[NH2:19][c:20]1[cH:21][c:22]([SH:26])[cH:23][cH:24][cH:25]1.[O-:29][C:30]([O-:31])=[O:32].[O:33]=[CH:34][N:35]([CH3:36])[CH3:37].[OH2:38]>>[CH3:1][c:2]1[cH:3][c:4]([N+:16](=[O:17])[O-:18])[c:5]([S:26][c:22]2[cH:21][c:20]([NH2:19])[cH:25][cH:24][cH:23]2)[cH:6][cH:7]1. Starting materials: NC=1C(=NC=CN1)C#N (3-amino-2-pyrazinecarbonitrile), ClC=1C=C(OCC(=N)N)C=CC1Cl (2-(3,4-dichlorophenoxy)acetamidine), C(C)O.CN(C=O)C (ethanol N,N-dimethylformamide). Run in C(C)O (ethanol). Yields the product NC1=NC(=NC2=NC=CN=C12)COC1=CC(=C(C=C1)Cl)Cl (4-Amino-2-[(3,4-dichlorophenoxy)methyl]pteridine). As a reaction SMILES: [NH2:1][C:2]1[C:3]([C:8]#[N:9])=[N:4][CH:5]=[CH:6][N:7]=1.[Cl:10][C:11]1[CH:12]=[C:13]([CH:19]=[CH:20][C:21]=1[Cl:22])[O:14][CH2:15][C:16](N)=[NH:17].C(O)C.CN(C)C=O>C(O)C>[NH2:9][C:8]1[C:3]2[C:2](=[N:7][CH:6]=[CH:5][N:4]=2)[N:1]=[C:16]([CH2:15][O:14][C:13]2[CH:19]=[CH:20][C:21]([Cl:22])=[C:11]([Cl:10])[CH:12]=2)[N:17]=1 |f:2.3|. Procedure: Obtained using the procedure described in section c of Example 2, starting with 9.6 g (0.080 mole) of 3-amino-2-pyrazinecarbonitrile and 26.3 g (0.12 mole) of 2-(3,4-dichlorophenoxy)acetamidine in 520 ml of absolute ethanol. Refluxing time: 3 hours. Yld: 18.0 g (70%), m.p. 261°-263° C. (ethanol/N,N-dimethylformamide). Reactants: O=C([O-])O, ClCCl, FC(F)(F)c1cccnc1N1CCNCC1, [Na+], O, O=S(=O)(Cl)Cl, c1ccccc1. Product: O=S(=O)(c1ccccc1)N1CCN(c2ncccc2C(F)(F)F)CC1. As a reaction SMILES: [C:31](=[O:32])([OH:33])[O-:34].[Cl:28][CH2:29][Cl:30].[F:1][C:2]([c:3]1[c:4]([N:9]2[CH2:10][CH2:11][NH:12][CH2:13][CH2:14]2)[n:5][cH:6][cH:7][cH:8]1)([F:15])[F:16].[Na+:35].[OH2:36].[S:17](=[O:18])(=[O:19])([Cl:20])[Cl:21].[cH:22]1[cH:23][cH:24][cH:25][cH:26][cH:27]1>>[F:1][C:2]([c:3]1[c:4]([N:9]2[CH2:10][CH2:11][N:12]([S:17](=[O:18])(=[O:19])[c:22]3[cH:23][cH:24][cH:25][cH:26][cH:27]3)[CH2:13][CH2:14]2)[n:5][cH:6][cH:7][cH:8]1)([F:15])[F:16]. The reactants are Cc1c(CO)cccc1OCc1ccccc1, C1CCOC1. Product: Cc1c(C=O)cccc1OCc1ccccc1. RXN SMILES: [CH2:1]([c:2]1[cH:3][cH:4][cH:5][cH:6][cH:7]1)[O:8][c:9]1[c:10]([CH3:17])[c:11]([CH2:15][OH:16])[cH:12][cH:13][cH:14]1.[O:18]1[CH2:19][CH2:20][CH2:21][CH2:22]1>>[CH2:1]([c:2]1[cH:3][cH:4][cH:5][cH:6][cH:7]1)[O:8][c:9]1[c:10]([CH3:17])[c:11]([CH:15]=[O:16])[cH:12][cH:13][cH:14]1. Starting materials: CC(C)N(NC(=O)c1ccccc1)C(=O)CCc1ccccc1Br, O=C([O-])[O-], COCCOC, [Na+], [Na+], OB(O)c1ccccc1. Product: CC(C)N(NC(=O)c1ccccc1)C(=O)CCc1ccccc1-c1ccccc1. As a reaction SMILES: [Br:1][c:2]1[c:3]([CH2:8][CH2:9][C:10](=[O:11])[N:12]([NH:13][C:14]([c:15]2[cH:16][cH:17][cH:18][cH:19][cH:20]2)=[O:21])[CH:22]([CH3:23])[CH3:24])[cH:4][cH:5][cH:6][cH:7]1.[C:25](=[O:26])([O-:27])[O-:28].[CH3:40][O:41][CH2:42][CH2:43][O:44][CH3:45].[Na+:29].[Na+:30].[OH:31][B:32]([OH:33])[c:34]1[cH:35][cH:36][cH:37][cH:38][cH:39]1>>[c:2]1(-[c:34]2[cH:35][cH:36][cH:37][cH:38][cH:39]2)[c:3]([CH2:8][CH2:9][C:10](=[O:11])[N:12]([NH:13][C:14]([c:15]2[cH:16][cH:17][cH:18][cH:19][cH:20]2)=[O:21])[CH:22]([CH3:23])[CH3:24])[cH:4][cH:5][cH:6][cH:7]1. Reactants: C1CCOC1, CCCCc1nnc(OC2CCN(C)CC2)cc1-c1ccc(OC2CCCCC2)c(C(=O)OC)c1, CO, Cl, [Li+], [OH-]. The product is CCCCc1nnc(OC2CCN(C)CC2)cc1-c1ccc(OC2CCCCC2)c(C(=O)O)c1. As a reaction SMILES: [CH2:39]1[O:40][CH2:41][CH2:42][CH2:43]1.[CH3:3][O:4][C:5]([c:6]1[c:7]([O:30][CH:31]2[CH2:32][CH2:33][CH2:34][CH2:35][CH2:36]2)[cH:8][cH:9][c:10](-[c:12]2[c:13]([CH2:26][CH2:27][CH2:28][CH3:29])[n:14][n:15][c:16]([O:18][CH:19]3[CH2:20][CH2:21][N:22]([CH3:25])[CH2:23][CH2:24]3)[cH:17]2)[cH:11]1)=[O:37].[CH3:44][OH:45].[ClH:38].[Li+:1].[OH-:2]>>[O:4]=[C:5]([c:6]1[c:7]([O:30][CH:31]2[CH2:32][CH2:33][CH2:34][CH2:35][CH2:36]2)[cH:8][cH:9][c:10](-[c:12]2[c:13]([CH2:26][CH2:27][CH2:28][CH3:29])[n:14][n:15][c:16]([O:18][CH:19]3[CH2:20][CH2:21][N:22]([CH3:25])[CH2:23][CH2:24]3)[cH:17]2)[cH:11]1)[OH:37]. Yields the product C(C)C1(CN(CCO1)CC=1N(C2=NC(=NC(=C2N1)N1CCOCC1)N1C(=NC2=C1C=CC=C2)C)C)CC (2,2-diethyl-4-((9-methyl-2-(2-methyl-1H-benzo[d]imidazol-1-yl)-6-morpholino-9H-purin-8-yl)methyl)morpholine). Procedure details: Following the procedures for 157 and General Procedure J, 4-((2-chloro-9-methyl-6-morpholino-9H-purin-8-yl)methyl)-2,2-diethylmorpholine and benzene-1,2-diamine were reacted, followed by condensation with acetic acid to give 191. LCMS m/z: 505.3 (MH+) The reactants are ClC1=NC(=C2N=C(N(C2=N1)C)CN1CC(OCC1)(CC)CC)N1CCOCC1 (4-((2-chloro-9-methyl-6-morpholino-9H-purin-8-yl)methyl)-2,2-diethylmorpholine), C=1(C(=CC=CC1)N)N (benzene-1,2-diamine), C(C)(=O)O (acetic acid). Reaction SMILES: Cl[C:2]1[N:10]=[C:9]2[C:5]([N:6]=[C:7]([CH2:12][N:13]3[CH2:18][CH2:17][O:16][C:15]([CH2:21][CH3:22])([CH2:19][CH3:20])[CH2:14]3)[N:8]2[CH3:11])=[C:4]([N:23]2[CH2:28][CH2:27][O:26][CH2:25][CH2:24]2)[N:3]=1.[C:29]1([NH2:36])[C:30]([NH2:35])=[CH:31][CH:32]=[CH:33][CH:34]=1.[C:37](O)(=O)[CH3:38]>>[CH2:19]([C:15]1([CH2:21][CH3:22])[O:16][CH2:17][CH2:18][N:13]([CH2:12][C:7]2[N:8]([CH3:11])[C:9]3[C:5]([N:6]=2)=[C:4]([N:23]2[CH2:28][CH2:27][O:26][CH2:25][CH2:24]2)[N:3]=[C:2]([N:35]2[C:30]4[CH:31]=[CH:32][CH:33]=[CH:34][C:29]=4[N:36]=[C:37]2[CH3:38])[N:10]=3)[CH2:14]1)[CH3:20].